This data is from the Open Reaction Database (ORD), a public repository of structured organic reaction records. The task is: describe an organic reaction: reactants, conditions, products, and yield Reactants: Fc1ccc2c(c1)nc(CC(F)(F)F)n2C1CCN(Cc2ccccc2)CC1, CO, Cl. Product: Fc1ccc2c(c1)nc(CC(F)(F)F)n2C1CCNCC1. Reaction SMILES: [CH2:1]([c:2]1[cH:3][cH:4][cH:5][cH:6][cH:7]1)[N:8]1[CH2:9][CH2:10][CH:11]([n:14]2[c:15]([CH2:24][C:25]([F:26])([F:27])[F:28])[n:16][c:17]3[c:18]2[cH:19][cH:20][c:21]([F:23])[cH:22]3)[CH2:12][CH2:13]1.[CH3:30][OH:31].[ClH:29]>>[NH:8]1[CH2:9][CH2:10][CH:11]([n:14]2[c:15]([CH2:24][C:25]([F:26])([F:27])[F:28])[n:16][c:17]3[c:18]2[cH:19][cH:20][c:21]([F:23])[cH:22]3)[CH2:12][CH2:13]1. Reactants: OC1=CC=C(C=C1)C1=C(C=CC=C1)[N+](=O)[O-] (4-hydroxy-2′-nitrobiphenyl), COC(=O)C=1SC(=CC1)CBr (5-bromomethyl-thiophene-2-carboxylic acid methyl ester), COC(=O)C=1SC(=CC1)CBr (5-bromomethyl-thiophene-2-carboxylic acid methyl ester). The product is [N+](=O)([O-])C1=C(C=CC=C1)C1=CC=C(C=C1)OCC1=CC=C(S1)C(=O)O (5-(2′-Nitro-biphenyl-4-yloxymethyl)-thiophene-2-carboxylic acid). As a reaction SMILES: [OH:1][C:2]1[CH:7]=[CH:6][C:5]([C:8]2[CH:13]=[CH:12][CH:11]=[CH:10][C:9]=2[N+:14]([O-:16])=[O:15])=[CH:4][CH:3]=1.C[O:18][C:19]([C:21]1[S:22][C:23]([CH2:26]Br)=[CH:24][CH:25]=1)=[O:20]>>[N+:14]([C:9]1[CH:10]=[CH:11][CH:12]=[CH:13][C:8]=1[C:5]1[CH:6]=[CH:7][C:2]([O:1][CH2:26][C:23]2[S:22][C:21]([C:19]([OH:20])=[O:18])=[CH:25][CH:24]=2)=[CH:3][CH:4]=1)([O-:16])=[O:15]. Reported procedure: 5-(2′-Nitro-biphenyl-4-yloxymethyl)-thiophene-2-carboxylic acid was prepared using general procedure A from 4-hydroxy-2′-nitrobiphenyl (available from TCI America, Portland, Oreg.) and 5-bromomethyl-thiophene-2-carboxylic acid methyl ester (Intermediate 7). Yield: 80 mg. Mass spectrum (ES) MH+=356. Starting materials: CC(C)(C)OC(=O)N1CCCC(O)(C#CCO)C1c1ccccc1, CCCCN(CCCC)CCCC, CN(C)C=O, O=CO, COc1ccccc1I, CC(=O)[O-], CC(=O)[O-], [Pd+2]. Product: COc1ccccc1C(=CC1(O)CCCN(C(=O)OC(C)(C)C)C1c1ccccc1)CO. RXN SMILES: [C:4]([CH3:5])([CH3:6])([CH3:7])[O:8][C:9](=[O:10])[N:11]1[CH:12]([c:22]2[cH:23][cH:24][cH:25][cH:26][cH:27]2)[C:13]([OH:17])([C:18]#[C:19][CH2:20][OH:21])[CH2:14][CH2:15][CH2:16]1.[CH3:28][CH2:29][CH2:30][CH2:31][N:32]([CH2:33][CH2:34][CH2:35][CH3:36])[CH2:37][CH2:38][CH2:39][CH3:40].[CH3:50][N:51]([CH3:52])[CH:53]=[O:54].[CH:1]([OH:2])=[O:3].[I:41][c:42]1[c:43]([O:48][CH3:49])[cH:44][cH:45][cH:46][cH:47]1.[O-:56][C:57]([CH3:58])=[O:59].[O-:60][C:61]([CH3:62])=[O:63].[Pd+2:55]>>[C:4]([CH3:5])([CH3:6])([CH3:7])[O:8][C:9](=[O:10])[N:11]1[CH:12]([c:22]2[cH:23][cH:24][cH:25][cH:26][cH:27]2)[C:13]([OH:17])([CH:18]=[C:19]([CH2:20][OH:21])[c:42]2[c:43]([O:48][CH3:49])[cH:44][cH:45][cH:46][cH:47]2)[CH2:14][CH2:15][CH2:16]1. Reactants: Cl (hydrochloric acid), CC1=C(N=C(O1)C1=CC=CC=C1)COC1=CC=C(C=N1)CN1N=C(C(=C1)CC(=O)OCC)C1=CC=CC=C1 (ethyl [1-[6-(5-methyl-2-phenyl-4-oxazolylmethoxy)-3-pyridylmethyl]-3-phenyl-1H-pyrazol-4-yl]acetate), [OH-].[Na+] (sodium hydroxide), O1CCCC1 (tetrahydrofuran). The solvent is C(C)O (ethanol). Conditions: time 2 hour. Yields the product CC1=C(N=C(O1)C1=CC=CC=C1)COC1=CC=C(C=N1)CN1N=C(C(=C1)CC(=O)O)C1=CC=CC=C1 ([1-[6-(5-methyl-2-phenyl-4-oxazolylmethoxy)-3-pyridylmethyl]-3-phenyl-1H-pyrazol-4-yl]acetic acid). The yield is 84.8%. RXN SMILES: [CH3:1][C:2]1[O:6][C:5]([C:7]2[CH:12]=[CH:11][CH:10]=[CH:9][CH:8]=2)=[N:4][C:3]=1[CH2:13][O:14][C:15]1[N:20]=[CH:19][C:18]([CH2:21][N:22]2[CH:26]=[C:25]([CH2:27][C:28]([O:30]CC)=[O:29])[C:24]([C:33]3[CH:38]=[CH:37][CH:36]=[CH:35][CH:34]=3)=[N:23]2)=[CH:17][CH:16]=1.[OH-].[Na+].O1CCCC1.Cl>C(O)C>[CH3:1][C:2]1[O:6][C:5]([C:7]2[CH:8]=[CH:9][CH:10]=[CH:11][CH:12]=2)=[N:4][C:3]=1[CH2:13][O:14][C:15]1[N:20]=[CH:19][C:18]([CH2:21][N:22]2[CH:26]=[C:25]([CH2:27][C:28]([OH:30])=[O:29])[C:24]([C:33]3[CH:38]=[CH:37][CH:36]=[CH:35][CH:34]=3)=[N:23]2)=[CH:17][CH:16]=1 |f:1.2|. Reported procedure: After a mixture of ethyl [1-[6-(5-methyl-2-phenyl-4-oxazolylmethoxy)-3-pyridylmethyl]-3-phenyl-1H-pyrazol-4-yl]acetate (509 mg), 1N sodium hydroxide solution (2 ml), tetrahydrofuran (4 ml), and ethanol (4 ml) was stirred at room temperature for 2 hours, 1N hydrochloric acid (2 ml) was added to the mixture, and the mixture was extracted with ethyl acetate. The ethyl acetate layer was washed with saturated aqueous sodium chloride solution, dried (MgSO4), and concentrated. The resulting colorless c... The reactants are ClC(C)OC(=O)Cl (1-chloroethylchloroformate), C1(=CC=CC=C1)C(N1CC(C1)OC1=CC=C(C=C1)F)C1=CC=CC=C1 (1-(diphenylmethyl)-3-(4-fluorophenoxy)azetidine), C1(=CC=CC=C1)C(N1CC(C1)OC1=CC=C(C=C1)F)C1=CC=CC=C1 (1-(diphenylmethyl)-3-(4-fluorophenoxy)azetidine), ClC(C)OC(=O)Cl (1-chloroethylchloroformate). The solvent is ClCCCl (DCE). Run at time 10 minute. Yields the product Cl.FC1=CC=C(OC2CNC2)C=C1 (3-(4-Fluorophenoxy)azetidine hydrochloride). Yield: 91.0%. Reaction SMILES: C1(C(C2C=CC=CC=2)[N:8]2[CH2:11][CH:10]([O:12][C:13]3[CH:18]=[CH:17][C:16]([F:19])=[CH:15][CH:14]=3)[CH2:9]2)C=CC=CC=1.[Cl:26]C(OC(Cl)=O)C>ClCCCl>[ClH:26].[F:19][C:16]1[CH:17]=[CH:18][C:13]([O:12][CH:10]2[CH2:9][NH:8][CH2:11]2)=[CH:14][CH:15]=1 |f:3.4|. Reported procedure: To a stirred solution of 1-(diphenylmethyl)-3-(4-fluorophenoxy)azetidine (Intermediate 123, 3.2 g, 9.6 mmol) in DCE (20 ml) was added dropwise 1-chloroethylchloroformate (1.6 ml, 1.5 eq). The mixture was stirred 10 min then heated to reflux for 6 h. More 1-chloroethylchloroformate was added (1.6 ml) and heating was continued for 3 h. The mixture was cooled to room temperature and concentrated under vacuum. The residue was dissolved in MeOH (20 mL) and left to stand overnight. The mixture was hea... The reactants are O=C([O-])[O-], CC(OS(C)(=O)=O)c1ccon1, CC#N, [Cs+], [Cs+], CNc1nccc(-c2c(-c3ccc(F)cc3)ncn2C2CCNCC2)n1. Product: CNc1nccc(-c2c(-c3ccc(F)cc3)ncn2C2CCN(C(C)c3ccon3)CC2)n1. Reaction SMILES: [C:39](=[O:40])([O-:41])[O-:42].[CH3:27][S:28]([O:29][CH:32]([CH3:33])[c:34]1[n:35][o:36][cH:37][cH:38]1)(=[O:30])=[O:31].[CH3:45][C:46]#[N:47].[Cs+:43].[Cs+:44].[F:1][c:2]1[cH:3][cH:4][c:5](-[c:8]2[n:9][cH:10][n:11]([CH:21]3[CH2:22][CH2:23][NH:24][CH2:25][CH2:26]3)[c:12]2-[c:13]2[n:14][c:15]([NH:19][CH3:20])[n:16][cH:17][cH:18]2)[cH:6][cH:7]1>>[F:1][c:2]1[cH:3][cH:4][c:5](-[c:8]2[n:9][cH:10][n:11]([CH:21]3[CH2:22][CH2:23][N:24]([CH:32]([CH3:33])[c:34]4[n:35][o:36][cH:37][cH:38]4)[CH2:25][CH2:26]3)[c:12]2-[c:13]2[n:14][c:15]([NH:19][CH3:20])[n:16][cH:17][cH:18]2)[cH:6][cH:7]1.